From a dataset of the Open Reaction Database (ORD), a public repository of structured organic reaction records. describe an organic reaction: reactants, conditions, products, and yield The reactants are O=C1CCCCC1c1nc2ccccc2c([N+](=O)[O-])c1N1CCCCC1, C1CCOC1. Yields the product Nc1c(N2CCCCC2)c(C2CCCCC2=O)nc2ccccc12. Reaction SMILES: [N:1]1([c:7]2[c:8]([CH:20]3[C:21](=[O:26])[CH2:22][CH2:23][CH2:24][CH2:25]3)[n:9][c:10]3[cH:11][cH:12][cH:13][cH:14][c:15]3[c:16]2[N+:17]([O-:18])=[O:19])[CH2:2][CH2:3][CH2:4][CH2:5][CH2:6]1.[O:27]1[CH2:28][CH2:29][CH2:30][CH2:31]1>>[N:1]1([c:7]2[c:8]([CH:20]3[C:21](=[O:26])[CH2:22][CH2:23][CH2:24][CH2:25]3)[n:9][c:10]3[cH:11][cH:12][cH:13][cH:14][c:15]3[c:16]2[NH2:17])[CH2:2][CH2:3][CH2:4][CH2:5][CH2:6]1.